This data is from the Open Reaction Database (ORD), a public repository of structured organic reaction records. The task is: describe an organic reaction: reactants, conditions, products, and yield Starting materials: O=C(OCCBr)c1ccccc1, CC#N, c1ccncc1. Product: [Br-], O=C(OCC[n+]1ccccc1)c1ccccc1. As a reaction SMILES: [C:1]([c:2]1[cH:3][cH:4][cH:5][cH:6][cH:7]1)(=[O:8])[O:9][CH2:10][CH2:11][Br:12].[CH3:19][C:20]#[N:21].[cH:13]1[cH:14][cH:15][n:16][cH:17][cH:18]1>>[Br-:12].[C:1]([c:2]1[cH:3][cH:4][cH:5][cH:6][cH:7]1)(=[O:8])[O:9][CH2:10][CH2:11][n+:16]1[cH:15][cH:14][cH:13][cH:18][cH:17]1.